From a dataset of the Open Reaction Database (ORD), a public repository of structured organic reaction records. describe an organic reaction: reactants, conditions, products, and yield Starting materials: O=C(Cl)c1ccccc1, ClC(Cl)Cl, CCOC(=O)c1ccc2c(c1)nc(-c1ccc(N)cc1)n2C1CCCC1, c1ccncc1. Product: CCOC(=O)c1ccc2c(c1)nc(-c1ccc(NC(=O)c3ccccc3)cc1)n2C1CCCC1. Reaction SMILES: [C:27]([c:28]1[cH:29][cH:30][cH:31][cH:32][cH:33]1)(=[O:34])[Cl:35].[CH:42]([Cl:43])([Cl:44])[Cl:45].[NH2:1][c:2]1[cH:3][cH:4][c:5](-[c:8]2[n:9][c:10]3[c:11]([n:12]2[CH:13]2[CH2:14][CH2:15][CH2:16][CH2:17]2)[cH:18][cH:19][c:20]([C:22](=[O:23])[O:24][CH2:25][CH3:26])[cH:21]3)[cH:6][cH:7]1.[cH:36]1[cH:37][cH:38][n:39][cH:40][cH:41]1>>[NH:1]([c:2]1[cH:3][cH:4][c:5](-[c:8]2[n:9][c:10]3[c:11]([n:12]2[CH:13]2[CH2:14][CH2:15][CH2:16][CH2:17]2)[cH:18][cH:19][c:20]([C:22](=[O:23])[O:24][CH2:25][CH3:26])[cH:21]3)[cH:6][cH:7]1)[C:27]([c:28]1[cH:29][cH:30][cH:31][cH:32][cH:33]1)=[O:34]. The reactants are CC1=C(C=O)C=CC=C1O (2-methyl-3-hydroxy-benzaldehyde), ClC1=NC=C(C#N)C=C1 (6-chloronicotinonitrile), C(=O)([O-])[O-].[K+].[K+] (K2CO3). Yields the product C(=O)C=1C(=C(OC2=NC=C(C#N)C=C2)C=CC1)C (6-(3-formyl-2-methyl-phenoxy)-nicotinonitrile). Isolated yield 91.5%. Reaction SMILES: [CH3:1][C:2]1[C:9]([OH:10])=[CH:8][CH:7]=[CH:6][C:3]=1[CH:4]=[O:5].Cl[C:12]1[CH:19]=[CH:18][C:15]([C:16]#[N:17])=[CH:14][N:13]=1.C([O-])([O-])=O.[K+].[K+]>>[CH:4]([C:3]1[C:2]([CH3:1])=[C:9]([CH:8]=[CH:7][CH:6]=1)[O:10][C:12]1[CH:19]=[CH:18][C:15]([C:16]#[N:17])=[CH:14][N:13]=1)=[O:5] |f:2.3.4|. Procedure details: Using a method similar to Example 221, Step 1, using 2-methyl-3-hydroxy-benzaldehyde (see European Patent 0807621 A1) (965 mg, 6.42 mmol), 6-chloronicotinonitrile (890 mg, 6.42 mmol) and K2CO3 (1.33 g, 9.63 mmol) gives 6-(3-formyl-2-methyl-phenoxy)-nicotinonitrile (1.40 g) as a white solid. 1H NMR (CDCl3): 10.30 (s, 1H), 8.41 (s, 1H), 7.96 (d, 1H), 7.78 (d, 1H), 7.45 (t, 1H), 7.30 (d, 1H), 7.10 (d, 1H), 2.45 (s, 3H).